From a dataset of the Open Reaction Database (ORD), a public repository of structured organic reaction records. describe an organic reaction: reactants, conditions, products, and yield The reactants are TEA, C(C(=O)Cl)(=O)Cl (oxalyl chloride), C(C)(C)(C)OC(=O)N(C(CO)C(C)C)CC1=NC(=CC=C1)Br ((tert-butoxy)-N-[(6-bromo(2-pyridyl))methyl]-N-[2-hydroxy-1-(methylethyl)ethyl]carboxamide), C(=O)=O.C(Cl)(Cl)Cl (dry ice CHCl3), CS(=O)C (DMSO). The solvent is C(Cl)Cl (CH2Cl2), C(Cl)Cl (CH2Cl2), C(Cl)Cl (CH2Cl2), C(Cl)Cl (CH2Cl2). Run at time 30 minute. Yields the product BrC1=CC=CC(=N1)CN(C(OC(C)(C)C)=O)C(C(C)C)C=O (tert Butyl (6-bromopyridin-2-ylmethyl)-(1-formyl-2-methyl-propyl)carbamate). Reaction SMILES: C(Cl)(=O)C(Cl)=O.C(=O)=O.C(Cl)(Cl)Cl.CS(C)=O.[C:18]([O:22][C:23]([N:25]([CH2:32][C:33]1[CH:38]=[CH:37][CH:36]=[C:35]([Br:39])[N:34]=1)[CH:26]([CH:29]([CH3:31])[CH3:30])[CH2:27][OH:28])=[O:24])([CH3:21])([CH3:20])[CH3:19]>C(Cl)Cl>[Br:39][C:35]1[N:34]=[C:33]([CH2:32][N:25]([CH:26]([CH:27]=[O:28])[CH:29]([CH3:30])[CH3:31])[C:23](=[O:24])[O:22][C:18]([CH3:19])([CH3:21])[CH3:20])[CH:38]=[CH:37][CH:36]=1 |f:1.2|. Procedure details: To a flame-dried flask was added oxalyl chloride (70 μL) followed by the addition of dry CH2Cl2 (2 mL). The resulting colorless solution was brought to −63° C. (dry ice/CHCl3) and a solution of DMSO (70 μL) in 0.5 mL dry CH2Cl2 was slowly added drop wise. The (tert-butoxy)-N-[(6-bromo(2-pyridyl))methyl]-N-[2-hydroxy-1-(methylethyl)ethyl]carboxamide (0.19 g, 0.51 mmol), previously dissolved in dry CH2Cl2 (2 mL), was added slowly dropwise. The resulting mixture was kept at −63° C., and stirred for... Reactants: COC=1C=C(C=CC1OC)[C@@H]1NCCC[C@@H]1O (cis-2-(3,4-dimethoxyphenyl)-3-piperidinol), C(C)(=O)Cl (Acetyl chloride). The solvent is C(Cl)Cl (methylene chloride), [OH-].[Na+] (sodium hydroxide). Conditions: time 30 minute. Product: C(C)(=O)N1[C@H]([C@H](CCC1)O)C1=CC(=C(C=C1)OC)OC (cis-1-acetyl-2-(3,4-dimethoxyphenyl)-3-piperidinol). As a reaction SMILES: [C:1](Cl)(=[O:3])[CH3:2].[CH3:5][O:6][C:7]1[CH:8]=[C:9]([C@H:15]2[C@@H:20]([OH:21])[CH2:19][CH2:18][CH2:17][NH:16]2)[CH:10]=[CH:11][C:12]=1[O:13][CH3:14]>C(Cl)Cl.[OH-].[Na+]>[C:1]([N:16]1[CH2:17][CH2:18][CH2:19][C@H:20]([OH:21])[C@@H:15]1[C:9]1[CH:10]=[CH:11][C:12]([O:13][CH3:14])=[C:7]([O:6][CH3:5])[CH:8]=1)(=[O:3])[CH3:2] |f:3.4|. Reported procedure: Acetyl chloride (9.75 g, 125 mmoles) is added dropwise to a cooled (0° to 10° C) and stirred solution of cis-2-(3,4-dimethoxyphenyl)-3-piperidinol (25.0 g, 105 mmoles, described in Example 4) in methylene chloride (200 ml) and 8N sodium hydroxide (100 ml). The mixture is stirred for 30 minutes and the organic phase is separated. The aqueous phase is extracted with methylene chloride. The organic extracts are washed with dilute hydrochloric acid, aqueous sodium carbonate, brine, dried (MgSO4) and... The reactants are ClC=1C=CC(=NC1)O (5-Chloro-2-pyridinol), C(C)(=O)OCC (Ethyl acetate), O (water), BrBr (bromine). Solvent: C(C)(=O)O (acetic acid). Run at time 48 hour. The product is BrC=1C(=NC=C(C1)Cl)O (3-Bromo-5-chloro-2-pyridinol). As a reaction SMILES: [Cl:1][C:2]1[CH:3]=[CH:4][C:5]([OH:8])=[N:6][CH:7]=1.[Br:9]Br.C(OCC)(=O)C.O>C(O)(=O)C>[Br:9][C:4]1[C:5]([OH:8])=[N:6][CH:7]=[C:2]([Cl:1])[CH:3]=1. Procedure: 5-Chloro-2-pyridinol (5.18 g, 40 mmol) was dissolved in glacial acetic acid (50 ml) and bromine (7.51 g, 2.41 ml, 47 mmol) added. The mixture was stirred at room temperature for 48 hours. Ethyl acetate and water were added and the organic layer washed with water (×3), dried (MgSO4) and evaporated. The residue was triturated with diethyl ether and the buff solid filtered and dried (5.59 g). The reactants are BrC=1C(=NC=CC1)OC1=CC=C(C=C1)C(=O)C1=NC2=C(N1C1OCCCC1)C=CC=C2 ((4-(3-bromopyridin-2-yloxy)phenyl)(1-(tetrahydro-2H-pyran-2-yl)-1H-benzo[d]imidazol-2-yl)methanone), N1CCCCC1 (piperidine), C([O-])([O-])=O.[Cs+].[Cs+] (cesium carbonate), C1=CC=C(C=C1)P(C2=CC=CC=C2)C3=C(C4=CC=CC=C4C=C3)C5=C(C=CC6=CC=CC=C65)P(C7=CC=CC=C7)C8=CC=CC=C8 ((r)-binap), N (ammonia), C(=O)(C(F)(F)F)O (TFA). Solvent: C1(=CC=CC=C1)C (Toluene), CO (MeOH), CO (MeOH). Reaction conditions: temperature 80 celsius, time 12 hour. Product: N1C(=NC2=C1C=CC=C2)C(=O)C2=CC=C(C=C2)OC2=NC=CC=C2N2CCCCC2 ((1H-benzo[d]imidazol-2-yl)(4-(3-(piperidin-1-yl)pyridin-2-yloxy)phenyl)methanone). RXN SMILES: Br[C:2]1[C:3]([O:8][C:9]2[CH:14]=[CH:13][C:12]([C:15]([C:17]3[N:21](C4CCCCO4)[C:20]4[CH:28]=[CH:29][CH:30]=[CH:31][C:19]=4[N:18]=3)=[O:16])=[CH:11][CH:10]=2)=[N:4][CH:5]=[CH:6][CH:7]=1.[NH:32]1[CH2:37][CH2:36][CH2:35][CH2:34][CH2:33]1.C(=O)([O-])[O-].[Cs+].[Cs+].C1C=CC(P(C2C=CC3C(=CC=CC=3)C=2C2C3C(=CC=CC=3)C=CC=2P(C2C=CC=CC=2)C2C=CC=CC=2)C2C=CC=CC=2)=CC=1.C(O)(C(F)(F)F)=O.N>CO.C1(C)C=CC=CC=1>[NH:18]1[C:19]2[CH:31]=[CH:30][CH:29]=[CH:28][C:20]=2[N:21]=[C:17]1[C:15]([C:12]1[CH:13]=[CH:14][C:9]([O:8][C:3]2[C:2]([N:32]3[CH2:37][CH2:36][CH2:35][CH2:34][CH2:33]3)=[CH:7][CH:6]=[CH:5][N:4]=2)=[CH:10][CH:11]=1)=[O:16] |f:2.3.4|. Procedure details: A heavy-walled vial was charged with (4-(3-bromopyridin-2-yloxy)phenyl)(1-(tetrahydro-2H-pyran-2-yl)-1H-benzo[d]imidazol-2-yl)methanone (0.150 g, 0.314 mmol), piperidine (0.041 mL, 0.470 mmol), cesium carbonate (0.204 g, 0.627 mmol), (r)-binap (0.020 g, 0.031 mmol), Pd3 dba3 (0.014 g, 0.016 mmol) and Toluene (4 mL). Nitrogen was bubbled into the flask for 5 mins. The vial was capped and heated to 80° C. After 12 hours, the reaction was partitioned with ethyl acetate and water. The organic layer ... Starting materials: C=CCCN1C(=O)c2ccccc2C1=O, O=C(OO)c1cccc(Cl)c1, ClCCl, [Na+], O=C([O-])O. Yields the product O=C1c2ccccc2C(=O)N1CCC1CO1. Reaction SMILES: [CH2:1]([CH2:2][CH:3]=[CH2:4])[N:5]1[C:6](=[O:15])[c:7]2[cH:8][cH:9][cH:10][cH:11][c:12]2[C:13]1=[O:14].[Cl:16][c:17]1[cH:18][c:19]([C:24](=[O:21])[O:25][OH:26])[cH:20][cH:22][cH:23]1.[Cl:32][CH2:33][Cl:34].[Na+:31].[O-:27][C:28]([OH:29])=[O:30]>>[CH2:1]([CH2:2][CH:3]1[CH2:4][O:21]1)[N:5]1[C:6](=[O:15])[c:7]2[cH:8][cH:9][cH:10][cH:11][c:12]2[C:13]1=[O:14].